Dataset: the Open Reaction Database (ORD), a public repository of structured organic reaction records. Task: describe an organic reaction: reactants, conditions, products, and yield The reactants are C1(CCCCC1)NC1CCCCC1 (dicyclohexylamine), O1CCOCC1 (dioxane), C1(=CC=CC=C1)S(=O)(=O)Cl (benzene sulfonyl chloride), C(C1=CC=CC=C1)OC(=O)NCCCC[C@H](N)C(=O)O (Nε -benzyloxycarbonyl-L-lysine). The solvent is [OH-].[Na+] (sodium hydroxide), [OH-].[Na+] (sodium hydroxide), C(C)#N (acetonitrile). Product: C1(CCCCC1)NC1CCCCC1.C1(=CC=CC=C1)S(=O)(=O)N[C@@H](CCCCNC(=O)OCC1=CC=CC=C1)C(=O)O (Nα -benzenesulfonyl-Nε -benzyloxycarbonyl-L-lysine dicyclohexylamine salt). Isolated yield 73.2%. RXN SMILES: [CH2:1]([O:8][C:9]([NH:11][CH2:12][CH2:13][CH2:14][CH2:15][C@@H:16]([C:18]([OH:20])=[O:19])[NH2:17])=[O:10])[C:2]1[CH:7]=[CH:6][CH:5]=[CH:4][CH:3]=1.O1CCOCC1.[C:27]1([S:33](Cl)(=[O:35])=[O:34])[CH:32]=[CH:31][CH:30]=[CH:29][CH:28]=1.[CH:37]1([NH:43][CH:44]2[CH2:49][CH2:48][CH2:47][CH2:46][CH2:45]2)[CH2:42][CH2:41][CH2:40][CH2:39][CH2:38]1>[OH-].[Na+].C(#N)C>[CH:44]1([NH:43][CH:37]2[CH2:38][CH2:39][CH2:40][CH2:41][CH2:42]2)[CH2:45][CH2:46][CH2:47][CH2:48][CH2:49]1.[C:27]1([S:33]([NH:17][C@H:16]([C:18]([OH:20])=[O:19])[CH2:15][CH2:14][CH2:13][CH2:12][NH:11][C:9]([O:8][CH2:1][C:2]2[CH:3]=[CH:4][CH:5]=[CH:6][CH:7]=2)=[O:10])(=[O:35])=[O:34])[CH:32]=[CH:31][CH:30]=[CH:29][CH:28]=1 |f:4.5,7.8|. Procedure details: Nε -benzyloxycarbonyl-L-lysine (8.41 g, 30 mmole) was dissolved in 1N aqueous sodium hydroxide (30 ml), and dioxane (10 ml) solution of benzene sulfonyl chloride (5 30 g, 30 mmole) was added dropwise to the solution while keeping the pH value thereof to between 10 and 11 with 1N aqueous sodium hydroxide while cooling with ice and stirring. The mixture was further stirred for 1.5 hours at room temperature and then insoluble matter was removed by filtration. The filtrate was washed with two 100 ml... Reactants: C(C1=CC=CC=C1)Br (benzyl bromide), [H-] (hydride), C[Si](C)(C)[N-][Si](C)(C)C.[K+] (KHMDS), alkyl bromide, [I-] (iodide), Aldehyde, [H-].[Al+3].[Li+].[H-].[H-].[H-] (lithium aluminium hydride), [H-].[Na+] (sodium hydride), C(C)OC(=O)C=1NC2=CC=CC=C2C1 (Indol-2-carboxylic acid ethyl ester), C(C)I (ethyl iodide), ( 1 ), CC(CC)(C)C1=C(OCC(=O)O)C=CC(=C1)C(CC)(C)C (2,4-bis(1,1-Dimethypropyl)phenoxyacetic Acid). Reagents/catalysts: [O-2].[O-2].[Mn+4] (manganese dioxide). Solvent: CN(C)C=O (DMF), C1CCOC1 (THF), C1CCOC1 (THF). Yields the product Aldehyde, N1C=CC2=CC=CC=C12 (indole). RXN SMILES: C(OC([C:6]1[NH:7][C:8]2[C:13]([CH:14]=1)=[CH:12][CH:11]=[CH:10][CH:9]=2)=O)C.[H-].[Al+3].[Li+].[H-].[H-].[H-].[H-].CC(C1C=C(C(C)(C)CC)C=CC=1OCC(O)=O)(C)CC.[I-].C(Br)C1C=CC=CC=1.C(I)C.[H-].[Na+].C[Si]([N-][Si](C)(C)C)(C)C.[K+]>[O-2].[O-2].[Mn+4].CN(C=O)C.C1COCC1>[NH:7]1[C:8]2[C:13](=[CH:12][CH:11]=[CH:10][CH:9]=2)[CH:14]=[CH:6]1 |f:1.2.3.4.5.6,12.13,14.15,16.17.18|. Reported procedure: Aldehyde IX is prepared from Indol-2-carboxylic acid ethyl ester I in two steps: (1) Reduction with lithium aluminium hydride or other hydride in a suitable solvent such as THF at 0° C. and (2) oxidation with an oxidizing reagent such as manganese dioxide in a solvent such as THF. Aldehyde IX can be alkylated by a suitable alkyl bromide (or iodide), such as benzyl bromide or ethyl iodide in the presence of a strong base such as sodium hydride or KHMDS in a solvent such as DMF to yield indole X. ... The reactants are C(C)(C)(C)[Li] (t-butyl lithium), BrC1=C(C(=CC(=C1)C(C)(C)C)C(C)(C)C)OCCC (1-Bromo-3,5-di-tert-butyl-2-propoxy-benzene), B(OC)(OC)OC (trimethyl borate). Run in COCCOC (1,2-dimethoxy-ethane). Reaction conditions: temperature -75 celsius, time 1 hour. The product is C(CC)OC1=C(C=C(C=C1C(C)(C)C)C(C)(C)C)B(O)O ((2-Propoxy-3,5-di-tert-butylphenyl)-boronic acid). Yield: 108.3%. RXN SMILES: Br[C:2]1[CH:7]=[C:6]([C:8]([CH3:11])([CH3:10])[CH3:9])[CH:5]=[C:4]([C:12]([CH3:15])([CH3:14])[CH3:13])[C:3]=1[O:16][CH2:17][CH2:18][CH3:19].C([Li])(C)(C)C.[B:25](OC)([O:28]C)[O:26]C>COCCOC>[CH2:17]([O:16][C:3]1[C:4]([C:12]([CH3:15])([CH3:14])[CH3:13])=[CH:5][C:6]([C:8]([CH3:11])([CH3:10])[CH3:9])=[CH:7][C:2]=1[B:25]([OH:28])[OH:26])[CH2:18][CH3:19]. Procedure details: 1-Bromo-3,5-di-tert-butyl-2-propoxy-benzene (6.55 g, 20 mmol) was dissolved in anhydrous 1,2-dimethoxy-ethane (125 mL under a nitrogen atmosphere. The solution was cooled to −75° C. and t-butyl lithium (30 mL, 50 mmol, 1.7M in pentane) was added dropwise over 20 min at −73° C. to −68° C. The reaction was stirred at −74° C. for 1 h and then treated with trimethyl borate (11.4 mL, 100 mmol). The reaction was kept cold for 1 h and then the bath was removed and the reaction allowed to warm to room t... Starting materials: C(C)OC(=O)C1(C(C1)C=C)NC(=O)C1C(CC(C1)O)C(N(C)CCCCC=C)=O (1-{[2-(Hex-5-enylmethylcarbamoyl)-4-hydroxycyclopentanecarbonyl]amino}-2-vinylcyclopropane carboxylic acid ethyl ester), CCN(C(C)C)C(C)C (DIPEA), ClCOCC (chloromethylethyl ether). The solvent is C(Cl)Cl (DCM). Conditions: time 8 hour. Yields the product C(C)OC(=O)C1(C(C1)C=C)NC(=O)C1C(CC(C1)OCOCC)C(N(C)CCCCC=C)=O (1-{[4-Ethoxymethoxy-2-(hex-5-enyl-methyl-carbamoyl)-cyclopentanecarbonyl]-amino}-2-vinyl-cyclopropanecarboxylic acid ethyl ester), syrup. Isolated yield 74.0%. Reaction SMILES: [CH2:1]([O:3][C:4]([C:6]1([NH:11][C:12]([CH:14]2[CH2:18][CH:17]([OH:19])[CH2:16][CH:15]2[C:20](=[O:29])[N:21]([CH2:23][CH2:24][CH2:25][CH2:26][CH:27]=[CH2:28])[CH3:22])=[O:13])[CH2:8][CH:7]1[CH:9]=[CH2:10])=[O:5])[CH3:2].CCN(C(C)C)C(C)C.Cl[CH2:40][O:41][CH2:42][CH3:43]>C(Cl)Cl>[CH2:1]([O:3][C:4]([C:6]1([NH:11][C:12]([CH:14]2[CH2:18][CH:17]([O:19][CH2:40][O:41][CH2:42][CH3:43])[CH2:16][CH:15]2[C:20](=[O:29])[N:21]([CH2:23][CH2:24][CH2:25][CH2:26][CH:27]=[CH2:28])[CH3:22])=[O:13])[CH2:8][CH:7]1[CH:9]=[CH2:10])=[O:5])[CH3:2]. Procedure: To a stirred solution of the diene 1c (7.94 g, 0.02 mol) in DCM and DIPEA (9.7 ml, 6 eq) at 0° C. (ice-bath) was added chloromethylethyl ether (2.79 g, 3 eq). The reaction mixture was stirred at room temperature overnight, concentrated by rotary evaporation and purified by column chromatography on silica gel (EtOAc/petroleum ether 1:1→1:0) which gave the pure title compound as slightly yellow syrup (6.67 g, 74%). The reactants are CC1=NC2=C(C=CC=C2C(=C1)C(CC)N)C1=C(C=C(C=C1C)C)C (1-[2-methyl-8-(2,4,6-trimethyl-phenyl)-quinolin-4-yl]-propylamine), CN=C=O (methyl isocyanate). The solvent is ClC(C)Cl (dichloroethane). The product is CNC(=O)NC(CC)C1=CC(=NC2=C(C=CC=C12)C1=C(C=C(C=C1C)C)C)C (1-Methyl-3-{1-[2-methyl-8-(2,4,6-trimethyl-phenyl)-quinolin-4-yl]-propyl}urea). Reaction SMILES: [CH3:1][C:2]1[CH:11]=[C:10]([CH:12]([NH2:15])[CH2:13][CH3:14])[C:9]2[C:4](=[C:5]([C:16]3[C:21]([CH3:22])=[CH:20][C:19]([CH3:23])=[CH:18][C:17]=3[CH3:24])[CH:6]=[CH:7][CH:8]=2)[N:3]=1.[CH3:25][N:26]=[C:27]=[O:28]>ClC(Cl)C>[CH3:25][NH:26][C:27]([NH:15][CH:12]([C:10]1[C:9]2[C:4](=[C:5]([C:16]3[C:17]([CH3:24])=[CH:18][C:19]([CH3:23])=[CH:20][C:21]=3[CH3:22])[CH:6]=[CH:7][CH:8]=2)[N:3]=[C:2]([CH3:1])[CH:11]=1)[CH2:13][CH3:14])=[O:28]. Reported procedure: A mixture of 1-[2-methyl-8-(2,4,6-trimethyl-phenyl)-quinolin-4-yl]-propylamine (55 mg), methyl isocyanate (0.3 ml), in dichloroethane (1 ml) was heated at 60° C. for 1 hrs. The mixture was quenched with water and extracted with chloroform. The organic layer was separated, dried and concentrated to give the crude material as a colorless oil. The oil was purified by preparative thin layer chromatography using 3% methanol in chloroform as solvent to give 42 mg of the title compound as a white glass... Starting materials: ClC=1C=C(C=CC1OC1=CC(=CC=C1)C(F)(F)F)NC=1C2=C(N=CN1)C=CN2CCSCCO (2-({2-[4-({3-chloro-4-[3-(trifluoromethyl)phenoxy]phenyl}amino)-5H-pyrrolo[3,2-d]pyrimidin-5-yl]ethyl}thio)ethanol), CO (methanol), S(=S)(=O)([O-])[O-].[Na+].[Na+] (sodium thiosulfate), C(C)(C)(C)OO (tert-butyl hydroperoxide). The reagents and catalysts are CC([O-])C.CC([O-])C.CC([O-])C.CC([O-])C.[Ti+4] (titanium tetraisopropoxide). Run in ClCCl (dichloromethane), O (water). Run at time 2 day. Product: ClC=1C=C(C=CC1OC1=CC(=CC=C1)C(F)(F)F)NC=1C2=C(N=CN1)C=CN2CCS(=O)(=O)CCO (2-({2-[4-({3-chloro-4-[3-(trifluoromethyl)phenoxy]phenyl}amino)-5H-pyrrolo[3,2-d]pyrimidin-5-yl]ethyl}sulfonyl)ethanol). RXN SMILES: [Cl:1][C:2]1[CH:3]=[C:4]([NH:19][C:20]2[C:21]3[N:28]([CH2:29][CH2:30]SCCO)[CH:27]=[CH:26][C:22]=3[N:23]=[CH:24][N:25]=2)[CH:5]=[CH:6][C:7]=1[O:8][C:9]1[CH:14]=[CH:13][CH:12]=[C:11]([C:15]([F:18])([F:17])[F:16])[CH:10]=1.CO.[C:37]([O:41]O)(C)(C)[CH3:38].[S:43]([O-:47])([O-])(=[O:45])=S.[Na+].[Na+]>ClCCl.CC(C)[O-].CC(C)[O-].CC(C)[O-].CC(C)[O-].[Ti+4].O>[Cl:1][C:2]1[CH:3]=[C:4]([NH:19][C:20]2[C:21]3[N:28]([CH2:29][CH2:30][S:43]([CH2:38][CH2:37][OH:41])(=[O:47])=[O:45])[CH:27]=[CH:26][C:22]=3[N:23]=[CH:24][N:25]=2)[CH:5]=[CH:6][C:7]=1[O:8][C:9]1[CH:14]=[CH:13][CH:12]=[C:11]([C:15]([F:18])([F:17])[F:16])[CH:10]=1 |f:3.4.5,7.8.9.10.11|. Reported procedure: A solution of 2-({2-[4-({3-chloro-4-[3-(trifluoromethyl)phenoxy]phenyl}amino)-5H-pyrrolo[3,2-d]pyrimidin-5-yl]ethyl}thio)ethanol (150 mg), titanium tetraisopropoxide (43 μL), methanol (24 μL) and water (10 μL) in dichloromethane was stirred at room temperature for 30 min. 70% Aqueous tert-butyl hydroperoxide solution (0.12 mL) was added to the reaction system, and the mixture was stirred at room temperature for 2 days. An aqueous sodium thiosulfate solution was added to the reaction system, and ... The reactants are I(=O)(=O)(=O)[O-].[Na+] (sodium periodate), C(C)(=O)O[C@H]1C[C@H]2CC[C@H]3[C@@H]4CC[C@@H]([C@@]4(C)[C@H](C[C@@H]3[C@]2(CC1)C)OC(C)=O)C(CC=C(C1=CC=CC=C1)C1=CC=CC=C1)=C (3α, 12α-diacetoxy-17β-[(1,1-diphenyl)-1,4-pentadien-4-yl]-5β-androstane), I(=O)(=O)(=O)[O-].[Na+] (sodium periodate). The reagents and catalysts are O.[Ru](Cl)(Cl)Cl (ruthenium(III) chloride hydrate), O.[Ru](Cl)(Cl)Cl (ruthenium(III) chloride hydrate). Run in C(Cl)Cl (methylene chloride), C(Cl)(Cl)(Cl)Cl (carbon tetrachloride), C(C)#N (acetonitrile), O (water). Conditions: time 1 hour. Yields the product C(C)(=O)[C@@H]1[C@]2(C)[C@@H](CC1)[C@@H]1CC[C@@H]3C[C@@H](CC[C@]3(C)[C@H]1C[C@@H]2OC(C)=O)OC(C)=O (17β-acetyl-3α, 12α-diacetoxy-5β-androstane). As a reaction SMILES: [C:1]([O:4][C@@H:5]1[CH2:22][CH2:21][C@@:20]2([CH3:23])[C@H:7]([CH2:8][CH2:9][C@@H:10]3[C@@H:19]2[CH2:18][C@H:17]([O:24][C:25](=[O:27])[CH3:26])[C@@:15]2([CH3:16])[C@H:11]3[CH2:12][CH2:13][C@@H:14]2[C:28](=[CH2:44])CC=C(C2C=CC=CC=2)C2C=CC=CC=2)[CH2:6]1)(=[O:3])[CH3:2].I([O-])(=O)(=O)=[O:46].[Na+]>C(Cl)(Cl)(Cl)Cl.C(#N)C.O.C(Cl)Cl.O.[Ru](Cl)(Cl)Cl>[C:28]([C@H:14]1[CH2:13][CH2:12][C@H:11]2[C@H:10]3[C@H:19]([CH2:18][C@H:17]([O:24][C:25](=[O:27])[CH3:26])[C@:15]12[CH3:16])[C@:20]1([CH3:23])[C@@H:7]([CH2:6][C@H:5]([O:4][C:1](=[O:3])[CH3:2])[CH2:22][CH2:21]1)[CH2:8][CH2:9]3)(=[O:46])[CH3:44] |f:1.2,7.8|. Reported procedure: To a solution of the crude 3α, 12α-diacetoxy-17β-[(1,1-diphenyl)-1,4-pentadien-4-yl]-5β-androstane (43.6 g) in carbon tetrachloride (110 ml), acetonitrile (110 ml) and water (146 ml) is added sodium periodate (46.8 g) and ruthenium(III) chloride hydrate (0.373 g). The mixture is stirred vigorously at room temperature for about 1 hour, sodium periodate (5.0 g) and ruthenium(III) chloride hydrate (0.10 g) are added and stirring continued for about 30 minutes. The mixture is diluted with methylene ...